From a dataset of the Open Reaction Database (ORD), a public repository of structured organic reaction records. describe an organic reaction: reactants, conditions, products, and yield Reactants: [N+](=O)([O-])C1=C(C=CC(=C1)[N+](=O)[O-])[O-].N[N+]1=CC(=CC=C1)CO (1-amino-3-(hydroxymethyl)pyridinium 2,4-dinitrobenzenolate), [OH-].[Na+] (sodium hydroxide). The solvent is C(C)#N (acetonitrile). Run at time 12 hour. Product: CC1=NN2C(C(=CC=C2)CO)=N1 ((2-methyl[1,2,4]triazolo[1,5-a]pyridin-8-yl)methanol). Isolated yield 26.6%. RXN SMILES: [N+:1]([C:4]1C=C([N+]([O-])=O)C=C[C:5]=1[O-])([O-])=O.[NH2:14][N+:15]1[CH:20]=[CH:19][CH:18]=[C:17]([CH2:21][OH:22])[CH:16]=1.[OH-].[Na+]>C(#N)C>[CH3:5][C:4]1[N:1]=[C:16]2[C:17]([CH2:21][OH:22])=[CH:18][CH:19]=[CH:20][N:15]2[N:14]=1 |f:0.1,2.3|. Reported procedure: To a solution of 1-amino-3-(hydroxymethyl)pyridinium 2,4-dinitrobenzenolate (100 g, 323 mmol) in acetonitrile (1.08 L), was added 2 N sodium hydroxide (485 mL) at room temperature, and the mixture was stirred for 12 hr. Acetonitrile was evaporated under reduced pressure, and the residual aqueous solution was extracted with 3 times with chloroform. The extract was dried over anhydrous sodium sulfate and the solvent was evaporated under reduced pressure. The residue was purified by recrystallizati... The reactants are solution, C(CCC)[Li] (butyl-lithium), [Cl-].ClC[P+](C1=CC=CC=C1)(C1=CC=CC=C1)C1=CC=CC=C1 (chloromethyltriphenyl-phosphonium chloride), 3,3, C1OC23[C@]4(C=O)[C@@H](CC2(OCCO3)OC1)[C@@H]1CC=C3CCCC[C@]3(C)[C@H]1CC4 (17,17-bis-(ethylenedioxy)-androst-5-en-18-al), C(C)(=O)OCC (Ethyl acetate), ice water. Run in CCCCCC (hexane), O1CCCC1 (tetrahydrofurane), N1CCCCC1 (piperidine), O1CCCC1 (tetrahydrofurane). Run at time 30 minute. Yields the product C1OC23CC[C@H]4[C@H]5[C@H](CC([C@]24\C=C/Cl)(OCCO3)OC1)[C@]1(CCCCC1=CC5)C (17,17-Bis-(ethylenedioxy)-13-(cis-2-chlorovinyl)-10-methyl-gon-5-ene). Reaction SMILES: C([Li])CCC.[Cl-].[Cl:7][CH2:8][P+](C1C=CC=CC=1)(C1C=CC=CC=1)C1C=CC=CC=1.[CH2:28]1[CH2:42][O:41][C:36]23[O:37][CH2:38][CH2:39][O:40][C:30]2([C@:31]2([CH2:55][CH2:54][C@H:53]4[C@@H:43]([CH2:44][CH:45]=[C:46]5[C@:51]4([CH3:52])[CH2:50][CH2:49][CH2:48][CH2:47]5)[C@@H:34]2[CH2:35]3)[CH:32]=O)[O:29]1.C(OCC)(=O)C>CCCCCC.O1CCCC1.N1CCCCC1>[CH2:39]1[CH2:38][O:37][C:55]23[O:41][CH2:42][CH2:28][O:29][C:30]4([C@:31]2(/[CH:32]=[CH:8]\[Cl:7])[C@H:34]([C@@H:43]2[CH2:44][CH:45]=[C:46]5[C@:51]([CH3:52])([CH2:50][CH2:49][CH2:48][CH2:47]5)[C@H:53]2[CH2:54]3)[CH2:35][CH2:36]4)[O:40]1 |f:1.2|. Procedure details: 8.4 ml of a 1.56 molar solution of butyl-lithium in hexane is added to a suspension of 5.82 g of chloromethyltriphenyl-phosphonium chloride in 107 ml of absolute tetrahydrofurane and 1.67 ml of piperidine at 0° C, under argon and with complete exclusion of moisture. After 30 minutes, 1.3 g of 3,3:17,17-bis-(ethylenedioxy)-androst-5-en-18-al in 22.5 ml of tetrahydrofurane are added dropwise at room temperature. Thereafter, the mixture is stirred for 1 hour at room temperature and then poured into...